From a dataset of the Open Reaction Database (ORD), a public repository of structured organic reaction records. describe an organic reaction: reactants, conditions, products, and yield Reactants: ClC=1C=C(C=CC1Cl)C1(CN(CC1)CC(=O)C1=CC(=CC=C1)OC(C)C)CCCS(=O)(=O)[O-] (2-[3-(3,4-dichloro-phenyl)-1-(3-isopropoxy-phenacyl)-pyrrolidin-3-yl]-ethyl-methanesulfonate), Cl.C1(=CC=CC=C1)C1(CCNCC1)C(=O)N (4-phenyl-piperidine-4-carboxylic acid amide hydrochloride). The product is ClC=1C=C(C=CC1Cl)C1(CN(CC1)CC(=O)C1=CC(=CC=C1)OC(C)C)CCN1CCC(CC1)(C(=O)N)C1=CC=CC=C1 (1-[2-[3-(3,4-dichloro-phenyl)-1-(3-isopropoxy-phenacyl)-pyrrolidin-3-yl]-ethyl]-4-phenyl-piperidine-4-carboxylic acid amide). As a reaction SMILES: [Cl:1][C:2]1[CH:3]=[C:4]([C:9]2([CH2:27][CH2:28]CS([O-])(=O)=O)[CH2:13][CH2:12][N:11]([CH2:14][C:15]([C:17]3[CH:22]=[CH:21][CH:20]=[C:19]([O:23][CH:24]([CH3:26])[CH3:25])[CH:18]=3)=[O:16])[CH2:10]2)[CH:5]=[CH:6][C:7]=1[Cl:8].Cl.[C:35]1([C:41]2([C:47]([NH2:49])=[O:48])[CH2:46][CH2:45][NH:44][CH2:43][CH2:42]2)[CH:40]=[CH:39][CH:38]=[CH:37][CH:36]=1>>[Cl:1][C:2]1[CH:3]=[C:4]([C:9]2([CH2:27][CH2:28][N:44]3[CH2:43][CH2:42][C:41]([C:35]4[CH:36]=[CH:37][CH:38]=[CH:39][CH:40]=4)([C:47]([NH2:49])=[O:48])[CH2:46][CH2:45]3)[CH2:13][CH2:12][N:11]([CH2:14][C:15]([C:17]3[CH:22]=[CH:21][CH:20]=[C:19]([O:23][CH:24]([CH3:25])[CH3:26])[CH:18]=3)=[O:16])[CH2:10]2)[CH:5]=[CH:6][C:7]=1[Cl:8] |f:1.2|. Procedure details: Prepare by the method of example 3.3 using 2-[3-(3,4-dichloro-phenyl)-1-(3-isopropoxy-phenacyl)-pyrrolidin-3-yl]-ethyl-methanesulfonate (0.6 mmol) and 4-phenyl-piperidine-4-carboxylic acid amide hydrochloride (0.72 mmol). Chromatograph on silica gel to give the title compound. Starting materials: FC=1C=C(CN2CC(C2)C(=O)OC)C=CC1C#C[Si](C)(C)C (Methyl 1-(3-fluoro-4-(2-(trimethylsilyl)ethynyl)benzyl)azetidine-3-carboxylate), [F-].[Cs+] (cesium fluoride), CN(C)C=O (DMF). Run in CO (MeOH). Run at time 2 hour. Product: C(#C)C1=C(C=C(CN2CC(C2)C(=O)OC)C=C1)F (methyl 1-(4-ethynyl-3-fluorobenzyl)azetidine-3-carboxylate). Reaction SMILES: [F:1][C:2]1[CH:3]=[C:4]([CH:14]=[CH:15][C:16]=1[C:17]#[C:18][Si](C)(C)C)[CH2:5][N:6]1[CH2:9][CH:8]([C:10]([O:12][CH3:13])=[O:11])[CH2:7]1.[F-].[Cs+].CN(C=O)C>CO>[C:17]([C:16]1[CH:15]=[CH:14][C:4]([CH2:5][N:6]2[CH2:9][CH:8]([C:10]([O:12][CH3:13])=[O:11])[CH2:7]2)=[CH:3][C:2]=1[F:1])#[CH:18] |f:1.2|. Procedure details: Methyl 1-(3-fluoro-4-(2-(trimethylsilyl)ethynyl)benzyl)azetidine-3-carboxylate (20.9 g, 65 mmol) and cesium fluoride (11 g, 72 mmol) were added to DMF (50 mL). MeOH (100 mL) was added. After 2 h, MeOH was removed and the mixture was extracted with DCM and water. The organic layer was washed with brine and dried over magnesium sulfate. The solvent was removed and the material was purified by Biotage (75 L, 7-100% EtOAc/hexanes), affording methyl 1-(4-ethynyl-3-fluorobenzyl)azetidine-3-carboxylate...